Dataset: the Open Reaction Database (ORD), a public repository of structured organic reaction records. Task: describe an organic reaction: reactants, conditions, products, and yield Starting materials: CN1C(=NC2=C1C=CC(=C2)N(CC(=O)OCC)S(=O)(=O)C=2C=CC=C1C=CC=NC21)CNC2=CC=C(C=C2)C(N)=N (1-methyl-2-[N-(4-amidinophenyl)-aminomethyl]-5-[N-(ethoxycarbonylmethyl)-quinoline-8-sulphonylamino]-benzimidazole), [OH-].[Na+] (sodium hydroxide). Yields the product CN1C(=NC2=C1C=CC(=C2)N(CC(=O)O)S(=O)(=O)C=2C=CC=C1C=CC=NC21)CNC2=CC=C(C=C2)C(N)=N (1-methyl-2-[N-(4-amidinophenyl)-aminomethyl]-5-[N-(hydroxycarbonylmethyl)-quinoline-8-sulphonylamino]-benzimidazole). RXN SMILES: [CH3:1][N:2]1[C:6]2[CH:7]=[CH:8][C:9]([N:11]([S:18]([C:21]3[CH:22]=[CH:23][CH:24]=[C:25]4[C:30]=3[N:29]=[CH:28][CH:27]=[CH:26]4)(=[O:20])=[O:19])[CH2:12][C:13]([O:15]CC)=[O:14])=[CH:10][C:5]=2[N:4]=[C:3]1[CH2:31][NH:32][C:33]1[CH:38]=[CH:37][C:36]([C:39](=[NH:41])[NH2:40])=[CH:35][CH:34]=1.[OH-].[Na+]>>[CH3:1][N:2]1[C:6]2[CH:7]=[CH:8][C:9]([N:11]([S:18]([C:21]3[CH:22]=[CH:23][CH:24]=[C:25]4[C:30]=3[N:29]=[CH:28][CH:27]=[CH:26]4)(=[O:20])=[O:19])[CH2:12][C:13]([OH:15])=[O:14])=[CH:10][C:5]=2[N:4]=[C:3]1[CH2:31][NH:32][C:33]1[CH:34]=[CH:35][C:36]([C:39](=[NH:40])[NH2:41])=[CH:37][CH:38]=1 |f:1.2|. Procedure: Prepared analogously to Example 3 from 1-methyl-2-[N-(4-amidinophenyl)-aminomethyl]-5-[N-(ethoxycarbonylmethyl)-quinoline-8-sulphonylamino]-benzimidazole and sodium hydroxide solution.